Dataset: the Open Reaction Database (ORD), a public repository of structured organic reaction records. Task: describe an organic reaction: reactants, conditions, products, and yield Starting materials: O=C1OC(C2N1CCN(C2)C(=O)NCC=2C=C(C=CC2)CNC(OC(C)(C)C)=O)(C2=CC=CC=C2)C2=CC=CC=C2 (1,1-dimethylethyl [[3-[[[(tetrahydro-3-oxo-1,1-diphenyl-3H-oxazolo[3,4-a]pyrazin-7(1H)-yl)carbonyl]amino]methyl]phenyl]methyl]carbamate), FC(C(=O)O)(F)F (trifluoroacetic acid), C(C)(C)OC(C)C (diisopropyl ether). Run at time 2 hour. The product is FC(C(=O)O)(F)F.NCC=1C=C(C=CC1)CNC(=O)N1CC2N(CC1)C(OC2(C2=CC=CC=C2)C2=CC=CC=C2)=O (N-[[3-(Aminomethyl)phenyl]methyl]-tetrahydro-3-oxo-1,1-diphenyl-3H-oxazolo[3,4-a]pyrazine-7(1H)-carboxamide trifluoroacetate). Isolated yield 84.0%. RXN SMILES: [O:1]=[C:2]1[N:6]2[CH2:7][CH2:8][N:9]([C:11]([NH:13][CH2:14][C:15]3[CH:16]=[C:17]([CH2:21][NH:22]C(=O)OC(C)(C)C)[CH:18]=[CH:19][CH:20]=3)=[O:12])[CH2:10][CH:5]2[C:4]([C:36]2[CH:41]=[CH:40][CH:39]=[CH:38][CH:37]=2)([C:30]2[CH:35]=[CH:34][CH:33]=[CH:32][CH:31]=2)[O:3]1.[F:42][C:43]([F:48])([F:47])[C:44]([OH:46])=[O:45].C(OC(C)C)(C)C>>[F:42][C:43]([F:48])([F:47])[C:44]([OH:46])=[O:45].[NH2:22][CH2:21][C:17]1[CH:16]=[C:15]([CH2:14][NH:13][C:11]([N:9]2[CH2:8][CH2:7][N:6]3[C:2](=[O:1])[O:3][C:4]([C:36]4[CH:41]=[CH:40][CH:39]=[CH:38][CH:37]=4)([C:30]4[CH:35]=[CH:34][CH:33]=[CH:32][CH:31]=4)[CH:5]3[CH2:10]2)=[O:12])[CH:20]=[CH:19][CH:18]=1 |f:3.4|. Reported procedure: To 1,1-dimethylethyl [[3-[[[(tetrahydro-3-oxo-1,1-diphenyl-3H-oxazolo[3,4-a]pyrazin-7(1H)-yl)carbonyl]amino]methyl]phenyl]methyl]carbamate (0.12 g, 0.22 mmol) was added trifluoroacetic acid (1.5 mL), and the mixture was stirred at room temperature for 2 hours. To the reaction solution was added diisopropyl ether, the precipitated powder was collected by filtration and dried to obtain the title compound (0.11 g, yield 84%). Starting materials: C(C)(=O)Cl (Acetyl chloride), [Cl-].[Al+3].[Cl-].[Cl-] (aluminium chloride), COC1=CC=CC2=C1NC(S2)=O (4-methoxy-1,3-benzothiazol-2(3H)-one). Run in ClCCl (dichloromethane). Reaction conditions: time 2 hour. Yields the product C(C)(=O)C1=CC=C(C=2NC(SC21)=O)OC (7-Acetyl-4-methoxy-1,3-benzothiazol-2(3H)-one). Reaction SMILES: [CH3:1][O:2][C:3]1[C:8]2[NH:9][C:10](=[O:12])[S:11][C:7]=2[CH:6]=[CH:5][CH:4]=1.[C:13](Cl)(=[O:15])[CH3:14].[Cl-].[Al+3].[Cl-].[Cl-]>ClCCl>[C:13]([C:6]1[C:7]2[S:11][C:10](=[O:12])[NH:9][C:8]=2[C:3]([O:2][CH3:1])=[CH:4][CH:5]=1)(=[O:15])[CH3:14] |f:2.3.4.5|. Reported procedure: A solution of 4-methoxy-1,3-benzothiazol-2(3H)-one (DE 3017977 A1) (1.92 g) in dry dichloromethane (50 ml) was cooled to ˜5° C. under nitrogen. Acetyl chloride (1.43 ml) and aluminium chloride (3.43 g) were added in one portion, and stirred for 2 h at RT. The reaction was quenched carefully with water, followed by addition of 2N HCl and dichloromethane. The aqueous layer was extracted with dichloromethane, and the combined organic layers were washed with brine and dried (Na2SO4) and evaporated i...